Task: describe an organic reaction: reactants, conditions, products, and yield. Dataset: the Open Reaction Database (ORD), a public repository of structured organic reaction records Starting materials: OC1=C(C=C(C=2OC3=CC(=CC(=C3C(C2OC)=O)O)OC)C=C1)OC (4',5-dihydroxy-3,3',7-trimethoxyflavone), C(C)(=O)[O-].[Na+] (sodium acetate), C(C)(=O)OC(C)=O (acetic anhydride). Conditions: temperature 100 celsius. Product: C(C)(=O)OC1=C(C=C(C=2OC3=CC(=CC(=C3C(C2OC)=O)O)OC)C=C1)OC (4'-acetoxy-5-hydroxy-3,3',7-trimethoxyflavone). Isolated yield 89.1%. Reaction SMILES: [OH:1][C:2]1[CH:23]=[CH:22][C:5]([C:6]2[O:7][C:8]3[C:13]([C:14](=[O:18])[C:15]=2[O:16][CH3:17])=[C:12]([OH:19])[CH:11]=[C:10]([O:20][CH3:21])[CH:9]=3)=[CH:4][C:3]=1[O:24][CH3:25].[C:26]([O-])(=[O:28])[CH3:27].[Na+].C(OC(=O)C)(=O)C>>[C:26]([O:1][C:2]1[CH:23]=[CH:22][C:5]([C:6]2[O:7][C:8]3[C:13]([C:14](=[O:18])[C:15]=2[O:16][CH3:17])=[C:12]([OH:19])[CH:11]=[C:10]([O:20][CH3:21])[CH:9]=3)=[CH:4][C:3]=1[O:24][CH3:25])(=[O:28])[CH3:27] |f:1.2|. Procedure details: A mixture of 250 mg of 4',5-dihydroxy-3,3',7-trimethoxyflavone, 60 mg of sodium acetate and 70 mg of acetic anhydride was heated at 100° C. for 2 hours. The reaction mixture was evaporated under reduced pressure, and the residue was extracted with 30 ml of chloroform. Removal of the solvent from the extract and subsequent recrystallization of the residue from methanol gave 250 mg (90% yield) of 4'-acetoxy-5-hydroxy-3,3',7-trimethoxyflavone as yellow crystals: m.p. 168°-169° C. As a reaction SMILES: [NH2:1][C:2]1[CH:7]=[CH:6][C:5]([N:8]([CH2:30][C:31]2[CH:36]=[CH:35][CH:34]=[C:33]([C:37]#[N:38])[CH:32]=2)[CH:9]2[CH2:14][CH2:13][N:12]([CH:15]([CH3:29])[CH2:16][CH2:17][NH:18][C:19](=[O:28])[C:20]3[C:25]([CH3:26])=[CH:24][CH:23]=[CH:22][C:21]=3[CH3:27])[CH2:11][CH2:10]2)=[CH:4][CH:3]=1.C([O-])([O-])=O.[K+].[K+].[CH3:45][N:46]([CH3:50])[C:47](Cl)=[O:48]>CN(C=O)C>[C:37]([C:33]1[CH:32]=[C:31]([CH:36]=[CH:35][CH:34]=1)[CH2:30][N:8]([C:5]1[CH:6]=[CH:7][C:2]([NH:1][C:47]([N:46]([CH3:50])[CH3:45])=[O:48])=[CH:3][CH:4]=1)[CH:9]1[CH2:10][CH2:11][N:12]([CH:15]([CH3:29])[CH2:16][CH2:17][NH:18][C:19](=[O:28])[C:20]2[C:21]([CH3:27])=[CH:22][CH:23]=[CH:24][C:25]=2[CH3:26])[CH2:13][CH2:14]1)#[N:38] |f:1.2.3|. Run in CN(C)C=O (DMF). Procedure: A mixture of COMPOUND 142 (61 mg, 0.12 mmol), K2CO3 (50 mg, 0.36 mmol) and dimethylcarbamoyl chloride (23 μL, 0.24 mmol) in DMF (1 mL) was stirred at room temperature for 76 hours to afford COMPOUND 155 as a white solid (53 mg, 76%) following work-up and purification. 1H NMR (CDCl3) δ 0.93-1.17 (m, 2H), 0.99 (d, 3H, J=6.0 Hz), 1.49-1.59 (m, 1H), 1.69-1.78 (m, 3H), 2.14 (t, 1H, J=11.1 Hz), 2.31 (s, 6H), 2.54 (t, 1H, J=10.8 Hz), 2.73-2.85 (m, 3H), 2.98 (s, 6H), 3.27 (t, 1H, J=10.5 Hz), 3.52 (m, 1H... The product is C(#N)C=1C=C(CN(C2CCN(CC2)C(CCNC(C2=C(C=CC=C2C)C)=O)C)C2=CC=C(C=C2)NC(=O)N(C)C)C=CC1 (N-[3-(4-{(3-Cyano-benzyl)-[4-(3,3-dimethyl-ureido)-phenyl]-amino}-piperidin-1-yl)-butyl]-2,6-dimethyl-benzamide). Run at time 76 hour. Starting materials: NC1=CC=C(C=C1)N(C1CCN(CC1)C(CCNC(C1=C(C=CC=C1C)C)=O)C)CC1=CC(=CC=C1)C#N (N-(3-{4-[(4-Amino-phenyl)-(3-cyano-benzyl)-amino]-piperidin-1-yl}-butyl)-2,6-dimethyl-benzamide), C(=O)([O-])[O-].[K+].[K+] (K2CO3), CN(C(=O)Cl)C (dimethylcarbamoyl chloride). Yield: 76.0%. The reactants are ClCC1=NC=C(N=C1OC)OC (2-chloromethyl-3,5-dimethoxy-pyrazine), N1C(=NC=C1)C=1SC=CN1 (2-(1H-imidazol-2-yl)-thiazole), C(=O)([O-])[O-].[K+].[K+] (K2CO3). Run in CN(C)C=O (DMF). Conditions: temperature 45 celsius, time 16 hour. Product: COC=1C(=NC=C(N1)OC)CN1C(=NC=C1)C=1SC=CN1 (3,5-dimethoxy-2-(2-thiazol-2-yl-imidazol-1-ylmethyl)-pyrazine). The yield is 80.1%. RXN SMILES: Cl[CH2:2][C:3]1[C:8]([O:9][CH3:10])=[N:7][C:6]([O:11][CH3:12])=[CH:5][N:4]=1.[NH:13]1[CH:17]=[CH:16][N:15]=[C:14]1[C:18]1[S:19][CH:20]=[CH:21][N:22]=1.C([O-])([O-])=O.[K+].[K+]>CN(C=O)C>[CH3:10][O:9][C:8]1[C:3]([CH2:2][N:13]2[CH:17]=[CH:16][N:15]=[C:14]2[C:18]2[S:19][CH:20]=[CH:21][N:22]=2)=[N:4][CH:5]=[C:6]([O:11][CH3:12])[N:7]=1 |f:2.3.4|. Procedure: A mixture of 2-chloromethyl-3,5-dimethoxy-pyrazine (140 mg, 0.74 mmol), 2-(1H-imidazol-2-yl)-thiazole (106 mg, 0.70 mmol) and K2CO3 (307 mg, 2.22 mmol) in DMF (10 mL) is stirred at 45° C. for 16 hours. On cooling, the reaction is quenched with saturated NH4Cl (5 mL) and extracted with DCM (3×15 mL). The combined organic layers are dried and solvent removed. PTLC (silica gel) separation (10% MeOH in DCM) gives 170 mg of 3,5-dimethoxy-2-(2-thiazol-2-yl-imidazol-1-ylmethyl)-pyrazine as an oil. 1H N... Starting materials: CC(N=C=NC(C)C)C (DIC), ClC1=C(C=C(CNC(C(C)(C)C)=O)C=C1)NC(=S)NC1=C(C=CC(=C1)N1CCC(CC1)C(F)(F)F)NC (N-(4-chloro-3-{3-[2-methylamino-5-(4-trifluoromethyl-piperidin-1-yl)-phenyl]-thioureido}-benzyl)-2,2-dimethyl-propionamide), CC(N=C=NC(C)C)C (DIC). Run in CC#N (MeCN). The product is ClC1=C(C=C(CNC(C(C)(C)C)=O)C=C1)NC1N(C2=C(N1)C=C(C=C2)N2CCC(CC2)C(F)(F)F)C (N-{4-Chloro-3-[3-methyl-6-(4-trifluoromethyl-piperidin-1-yl)-1H-benzimidazol-2-ylamino]-benzyl}-2,2-dimethyl-propionamide). RXN SMILES: CC(C)N=C=NC(C)C.[Cl:10][C:11]1[CH:24]=[CH:23][C:14]([CH2:15][NH:16][C:17](=[O:22])[C:18]([CH3:21])([CH3:20])[CH3:19])=[CH:13][C:12]=1[NH:25][C:26]([NH:28][C:29]1[CH:34]=[C:33]([N:35]2[CH2:40][CH2:39][CH:38]([C:41]([F:44])([F:43])[F:42])[CH2:37][CH2:36]2)[CH:32]=[CH:31][C:30]=1[NH:45][CH3:46])=S>CC#N>[Cl:10][C:11]1[CH:24]=[CH:23][C:14]([CH2:15][NH:16][C:17](=[O:22])[C:18]([CH3:21])([CH3:20])[CH3:19])=[CH:13][C:12]=1[NH:25][CH:26]1[NH:28][C:29]2[CH:34]=[C:33]([N:35]3[CH2:40][CH2:39][CH:38]([C:41]([F:44])([F:43])[F:42])[CH2:37][CH2:36]3)[CH:32]=[CH:31][C:30]=2[N:45]1[CH3:46]. Procedure: DIC (130 μL, 0.8 mmol) was added to N-(4-chloro-3-{3-[2-methylamino-5-(4-trifluoromethyl-piperidin-1-yl)-phenyl]-thioureido}-benzyl)-2,2-dimethyl-propionamide (180 mg, 0.3 mmol) in MeCN. The reaction mixture was heated at 60° C.-80° C. for one week (additional DIC (2.5 ml) was added). The mixture was cooled to rt and concentrated. The residue was treated with MeCN, filtered and washed. The filtercake was diluted with dioxane and HCOOH and lyophilized to give the title compound.